describe an organic reaction: reactants, conditions, products, and yield From a dataset of the Open Reaction Database (ORD), a public repository of structured organic reaction records. RXN SMILES: [OH:1][C@H:2]1[CH2:7][O:6][C@@H:5]([C:8]2[CH:13]=[CH:12][CH:11]=[CH:10][CH:9]=2)[O:4][CH2:3]1.Cl[CH2:15][C:16]1[S:17][CH:18]=[CH:19][CH:20]=1>>[C:8]1([CH:5]2[O:4][CH2:3][CH:2]([O:1][CH2:15][C:16]3[S:17][CH:18]=[CH:19][CH:20]=3)[CH2:7][O:6]2)[CH:13]=[CH:12][CH:11]=[CH:10][CH:9]=1. The reactants are O[C@@H]1CO[C@@H](OC1)C1=CC=CC=C1 (cis-5-hydroxy-2-phenyl-1,3-dioxane), ClCC=1SC=CC1 (2-chloromethylthiophene). Product: C1(=CC=CC=C1)C1OCC(CO1)OCC=1SC=CC1 (2-Phenyl-5-(2-thienyl)methoxy-1,3-dioxane). Procedure details: Using the procedure of Example 56, cis-5-hydroxy-2-phenyl-1,3-dioxane was reacted with 2-chloromethylthiophene to give, after repeated recrystallization from petroleum ether, cis-2-phenyl-5-(2-thienyl)methoxy-1,3-dioxane m.p. 68.5°-69°. The ir and nmr spectra were consistent with the assigned structure. Starting materials: COCCOCCO (diethylene glycol monomethyl ether), O.C1(=CC=C(C=C1)S(=O)(=O)O)C (p-toluenesulphonic acid monohydrate), C1(=CC=CC=C1)C (toluene), C(C#C)(=O)O (propiolic acid). Run in O (water). Yields the product C(C#C)(=O)OCCOCCOC (2-(2-methoxyethoxy)ethyl propiolate). Reaction SMILES: [C:1]([OH:5])(=[O:4])[C:2]#[CH:3].[CH3:6][O:7][CH2:8][CH2:9][O:10][CH2:11][CH2:12]O.O.C1(C)C=CC(S(O)(=O)=O)=CC=1.C1(C)C=CC=CC=1>O>[C:1]([O:5][CH2:12][CH2:11][O:10][CH2:9][CH2:8][O:7][CH3:6])(=[O:4])[C:2]#[CH:3] |f:2.3|. Reported procedure: 12.3 ml (0.2 mol) of propiolic acid are heated at reflux for 20 hours together with 23.6 ml (0.2 mol) of diethylene glycol monomethyl ether, 1.5 g (8 mmol) of p-toluenesulphonic acid monohydrate and 80 ml of toluene, and the resulting reaction water was distilled off azeotropically and collected in a water separator. After completion of the water separation the reaction mixture was washed in succession with saturated sodium bicarbonate solution and with water. The toluene phase was dried over so... Reactants: C1(=CC=CC=C1)P(C1=CC=CC=C1)C1=CC=CC=C1 (triphenylphosphine), C1(=CC=CC=C1)P(C1=CC=CC=C1)C1=CC=CC=C1 (triphenylphosphine), BrC(Br)(Br)Br (tetrabromomethane), OCCN1C=CC2=C(C=CC=C12)OCC(=O)OC (methyl (1-(2-hydroxyethyl)indole-4-yloxy)acetate), C(O)([O-])=O.[Na+] (sodium hydrogen carbonate). Solvent: C(Cl)Cl (methylene chloride), O (water). Conditions: time 15 minute. Product: BrCCN1C=CC2=C(C=CC=C12)OCC(=O)OC (Methyl (1-(2-bromoethyl)indole-4-yloxy)acetate). The yield is 96.1%. As a reaction SMILES: C1(P(C2C=CC=CC=2)C2C=CC=CC=2)C=CC=CC=1.Br[C:21]([Br:24])(Br)Br.OC[CH2:27][N:28]1[C:36]2[C:31](=[C:32]([O:37][CH2:38][C:39]([O:41][CH3:42])=[O:40])[CH:33]=[CH:34][CH:35]=2)[CH:30]=[CH:29]1.C(=O)([O-])O.[Na+]>C(Cl)Cl.O>[Br:24][CH2:21][CH2:27][N:28]1[C:36]2[C:31](=[C:32]([O:37][CH2:38][C:39]([O:41][CH3:42])=[O:40])[CH:33]=[CH:34][CH:35]=2)[CH:30]=[CH:29]1 |f:3.4|. Procedure: Under argon atmosphere, triphenylphosphine (1.05 g) and tetrabromomethane (2.00 g) were added to methyl (1-(2-hydroxyethyl)indole-4-yloxy)acetate (500 mg) in methylene chloride (10 ml) at room temperature, and the resulting mixture was stirred at room temperature for 15 minutes. Since the reaction had not been completed, triphenylphosphine (1.00 g) was added and the reaction mixture was stirred at room temperature for 30 minutes. To the reaction mixture, aqueous sodium hydrogen carbonate solutio... Reactants: CC(Cl)c1cccnc1, c1ccc(COC2CCCNC2)nc1. Reagents/catalysts: O=C([O-])[O-].[Cs+].[Cs+] (cesium carbonate), [I-].[K+] (potassium iodide). Solvent: CN(C)C=O (DMF), CN(C)C=O (dmf), CN(C)C=O (DMF). Run at temperature 70 celsius, time 16 hour. Product: CC(c1cccnc1)N1CCCC(OCc2ccccn2)C1. Reactants: [Li]CCCC, CCCCCC, CC(C)=O, Cl, O=c1ccc(-c2ncsc2-c2ccc(F)cc2F)cn1-c1c(F)cccc1F, C1CCOC1. Product: CC(C)(O)c1nc(-c2ccc(=O)n(-c3c(F)cccc3F)c2)c(-c2ccc(F)cc2F)s1. As a reaction SMILES: [CH2:35]([Li:36])[CH2:37][CH2:38][CH3:39].[CH3:29][CH2:30][CH2:31][CH2:32][CH2:33][CH3:34].[CH3:40][C:41]([CH3:42])=[O:43].[ClH:44].[F:1][c:2]1[c:3](-[n:9]2[c:10](=[O:28])[cH:11][cH:12][c:13](-[c:15]3[n:16][cH:17][s:18][c:19]3-[c:20]3[c:21]([F:27])[cH:22][c:23]([F:26])[cH:24][cH:25]3)[cH:14]2)[c:4]([F:8])[cH:5][cH:6][cH:7]1.[O:45]1[CH2:46][CH2:47][CH2:48][CH2:49]1>>[F:1][c:2]1[c:3](-[n:9]2[c:10](=[O:28])[cH:11][cH:12][c:13](-[c:15]3[n:16][c:17]([C:41]([CH3:40])([CH3:42])[OH:43])[s:18][c:19]3-[c:20]3[c:21]([F:27])[cH:22][c:23]([F:26])[cH:24][cH:25]3)[cH:14]2)[c:4]([F:8])[cH:5][cH:6][cH:7]1. The reactants are CC(C(C(=O)N(CCC1=CC=CC=C1)C)NCC1=CC(=NC=C1[N+](=O)[O-])OC1=CC=CC=C1)C (3,N-dimethyl-2-[(5-nitro-2-phenoxy-pyridin-4-ylmethyl)-amino]-N-phenethyl-butyramide), C(C)O (ethanol). The reagents and catalysts are [Pd] (Pd on carbon). Run in C(C)(=O)OCC (ethyl acetate). Conditions: time 2 hour. Yields the product NC=1C(=CC(=NC1)OC1=CC=CC=C1)CNC(C(=O)N(CCC1=CC=CC=C1)C)C(C)C (2-[(5-Amino-2-phenoxy-pyridin-4-ylmethyl)-amino]-3,N-dimethyl-N-phenethyl-butyramide). Reaction SMILES: [CH3:1][CH:2]([CH3:34])[CH:3]([NH:16][CH2:17][C:18]1[C:23]([N+:24]([O-])=O)=[CH:22][N:21]=[C:20]([O:27][C:28]2[CH:33]=[CH:32][CH:31]=[CH:30][CH:29]=2)[CH:19]=1)[C:4]([N:6]([CH3:15])[CH2:7][CH2:8][C:9]1[CH:14]=[CH:13][CH:12]=[CH:11][CH:10]=1)=[O:5].C(O)C>[Pd].C(OCC)(=O)C>[NH2:24][C:23]1[C:18]([CH2:17][NH:16][CH:3]([CH:2]([CH3:34])[CH3:1])[C:4]([N:6]([CH3:15])[CH2:7][CH2:8][C:9]2[CH:14]=[CH:13][CH:12]=[CH:11][CH:10]=2)=[O:5])=[CH:19][C:20]([O:27][C:28]2[CH:29]=[CH:30][CH:31]=[CH:32][CH:33]=2)=[N:21][CH:22]=1. Procedure details: A solution of 3,N-dimethyl-2-[(5-nitro-2-phenoxy-pyridin-4-ylmethyl)-amino]-N-phenethyl-butyramide (2.1 g, 1.38 mmol), 10% Pd on carbon (2 g), ethanol (75 mL) and ethyl acetate (75 mL) were shaken under a hydrogen atmosphere (50 psi). After 2 hours, the hydrogen was evacuated and the bottle was purged with nitrogen. The resulting mixture was filtered through glass fiber filter paper and the solvent evaporated under low pressure to yield a solid. The reactants are O=C1Cc2ccc(Br)cc2N1, O=C([O-])O, CC(C)(C)OC(=O)n1cccc1B(O)O, COCCOC, [Na+]. Product: CC(C)(C)OC(=O)n1cccc1-c1ccc2c(c1)NC(=O)C2. RXN SMILES: [Br:21][c:22]1[cH:23][cH:24][c:25]2[c:29]([cH:30]1)[NH:28][C:27](=[O:31])[CH2:26]2.[C:16](=[O:17])([O-:18])[OH:19].[C:1]([CH3:2])([CH3:3])([CH3:4])[O:5][C:6](=[O:7])[n:8]1[c:9]([B:13]([OH:14])[OH:15])[cH:10][cH:11][cH:12]1.[CH3:32][O:33][CH2:34][CH2:35][O:36][CH3:37].[Na+:20]>>[C:1]([CH3:2])([CH3:3])([CH3:4])[O:5][C:6](=[O:7])[n:8]1[c:9](-[c:22]2[cH:23][cH:24][c:25]3[c:29]([cH:30]2)[NH:28][C:27](=[O:31])[CH2:26]3)[cH:10][cH:11][cH:12]1.